From a dataset of the Open Reaction Database (ORD), a public repository of structured organic reaction records. describe an organic reaction: reactants, conditions, products, and yield Starting materials: C(C)(=O)N1CCC(CC1)NC(OC(C)(C)C)=O (tert-butyl (1-acetylpiperidin-4-yl)carbamate), Cl.CO (HCl MeOH). Run in CO (MeOH). Run at temperature 0 celsius, time 2 hour. Yields the product Cl.NC1CCN(CC1)C(C)=O (1-(4-aminopiperidin-1-yl)ethanone hydrochloride). RXN SMILES: [C:1]([N:4]1[CH2:9][CH2:8][CH:7]([NH:10]C(=O)OC(C)(C)C)[CH2:6][CH2:5]1)(=[O:3])[CH3:2].[ClH:18].CO>CO>[ClH:18].[NH2:10][CH:7]1[CH2:8][CH2:9][N:4]([C:1](=[O:3])[CH3:2])[CH2:5][CH2:6]1 |f:1.2,4.5|. Procedure: To a solution of tert-butyl (1-acetylpiperidin-4-yl)carbamate (330 g, 1.36 mol) in MeOH (1000 mL) was added HCl/MeOH (4M, 300 mL) over 30 min to maintain the temperature at 0° C. After addition, the mixture was stirred at 0° C. for another 2 h and then concentrated to give the crude product. Two batches were run in parallel and produced a combined crude product weight of 310 g. This crude was used in next step without further purification. 1H NMR (400 MHz, D2O) δ 4.35 (dd, J=2.0, 12.0 Hz, 1H), 3...